This data is from the Open Reaction Database (ORD), a public repository of structured organic reaction records. The task is: describe an organic reaction: reactants, conditions, products, and yield Reactants: C(C)OC(=S)SC=1C(=C(C(=O)O)C=CC1)C (3-{[(ethyloxy)carbonothioyl]thio}-2-methylbenzoic acid), [OH-].[Na+] (sodium hydroxide), Cl (hydrochloric acid). Product: SC=1C(=C(C(=O)O)C=CC1)C (3-mercapto-2-methylbenzoic acid). The yield is 100.0%. RXN SMILES: C(OC([S:6][C:7]1[C:8]([CH3:16])=[C:9]([CH:13]=[CH:14][CH:15]=1)[C:10]([OH:12])=[O:11])=S)C.[OH-].[Na+].Cl>>[SH:6][C:7]1[C:8]([CH3:16])=[C:9]([CH:13]=[CH:14][CH:15]=1)[C:10]([OH:12])=[O:11] |f:1.2|. Procedure: 3-{[(ethyloxy)carbonothioyl]thio}-2-methylbenzoic acid (270 mg, 1.05 mmol) in a 1N aqueous sodium hydroxide solution (3 mL) was stirred at reflux for 15 hours. The mixture was cooled to room temperature and the pH was adjusted to 2 using concentrated aqueous hydrochloric acid. The aqueous mixture was extracted twice using dichloromethane and the combined organic solutions were washed with brine, then dried over anhydrous sodium sulfate. Filtration and concentration afforded 180 mg, 1.05 mmol (99... The reactants are C(C1=CC=CC=C1)OC1=C(C=CC=C1)CCCCCCCS(=O)(=O)Cl (7-(2-Benzyloxy-phenyl)-heptanesulfonyl chloride), [NH4+].[F-] (NH4F). Solvent: CC(=O)C (acetone). Product: C(C1=CC=CC=C1)OC1=C(C=CC=C1)CCCCCCCS(=O)(=O)F (7-(2-Benzyloxy-phenyl)-heptanesulfonyl fluoride), C(C1=CC=CC=C1)OC1=CC=C(C=C1)CCCCCCCS(=O)(=O)F (7-(4-Benzyloxy-phenyl)-heptanesulfonyl fluoride). The yield is 183.7%. Reaction SMILES: [CH2:1]([O:8][C:9]1[CH:14]=[CH:13][CH:12]=[CH:11][C:10]=1[CH2:15][CH2:16][CH2:17][CH2:18][CH2:19][CH2:20][CH2:21][S:22](Cl)(=[O:24])=[O:23])[C:2]1[CH:7]=[CH:6][CH:5]=[CH:4][CH:3]=1.[NH4+].[F-:27]>CC(C)=O>[CH2:1]([O:8][C:9]1[CH:14]=[CH:13][CH:12]=[CH:11][C:10]=1[CH2:15][CH2:16][CH2:17][CH2:18][CH2:19][CH2:20][CH2:21][S:22]([F:27])(=[O:24])=[O:23])[C:2]1[CH:7]=[CH:6][CH:5]=[CH:4][CH:3]=1.[CH2:1]([O:8][C:9]1[CH:10]=[CH:11][C:12]([CH2:15][CH2:16][CH2:17][CH2:18][CH2:19][CH2:20][CH2:21][S:22]([F:27])(=[O:24])=[O:23])=[CH:13][CH:14]=1)[C:2]1[CH:3]=[CH:4][CH:5]=[CH:6][CH:7]=1 |f:1.2|. Procedure: 7-(2-Benzyloxy-phenyl)-heptanesulfonyl fluoride (13.3) was prepared as in 13.1 using 12.3 (0.09 g, 0.236 mmol) and NH4F (0.018 g, 0.486 mmol) in dry acetone (10 mL). Purification by flash column chromatography gave the title compound (0.079 g, 92% yield) as a viscous liquid. Starting materials: CS(=O)(=O)Cl, CO, O=C(c1ccc(CN2CCC(O)CC2)o1)N1CCCCC1, c1ccncc1. Yields the product CS(=O)(=O)OC1CCN(Cc2ccc(C(=O)N3CCCCC3)o2)CC1. RXN SMILES: [CH3:22][S:23]([Cl:24])(=[O:25])=[O:26].[CH3:27][OH:28].[OH:1][CH:2]1[CH2:3][CH2:4][N:5]([CH2:8][c:9]2[cH:10][cH:11][c:12]([C:14](=[O:15])[N:16]3[CH2:17][CH2:18][CH2:19][CH2:20][CH2:21]3)[o:13]2)[CH2:6][CH2:7]1.[cH:29]1[cH:30][cH:31][n:32][cH:33][cH:34]1>>[O:1]([CH:2]1[CH2:3][CH2:4][N:5]([CH2:8][c:9]2[cH:10][cH:11][c:12]([C:14](=[O:15])[N:16]3[CH2:17][CH2:18][CH2:19][CH2:20][CH2:21]3)[o:13]2)[CH2:6][CH2:7]1)[S:23]([CH3:22])(=[O:25])=[O:26]. The reactants are BrCCCOC1=CC=C(C=C1)C1=NOC2=C1C=CC(=C2)F (3-[4-(3-bromo-propoxy)-phenyl]-6-fluoro-benzo[d]isoxazole), FC=1C=C(CN)C=CC1F (3,4-difluorobenzylamine), C([O-])([O-])=O.[K+].[K+] (potassium carbonate), [I-].[K+] (potassium iodide). The solvent is C(C)#N (acetonitrile). Product: FC=1C=C(CNCCCOC2=CC=C(C=C2)C2=NOC3=C2C=CC(=C3)F)C=CC1F ((3,4-difluoro-benzyl)-{3-[4-(6-fluoro-benzo[d]isoxazol-3-yl)-phenoxy]-propyl}-amine). Reaction SMILES: Br[CH2:2][CH2:3][CH2:4][O:5][C:6]1[CH:11]=[CH:10][C:9]([C:12]2[C:16]3[CH:17]=[CH:18][C:19]([F:21])=[CH:20][C:15]=3[O:14][N:13]=2)=[CH:8][CH:7]=1.[F:22][C:23]1[CH:24]=[C:25]([CH:28]=[CH:29][C:30]=1[F:31])[CH2:26][NH2:27].C(=O)([O-])[O-].[K+].[K+].[I-].[K+]>C(#N)C>[F:22][C:23]1[CH:24]=[C:25]([CH:28]=[CH:29][C:30]=1[F:31])[CH2:26][NH:27][CH2:2][CH2:3][CH2:4][O:5][C:6]1[CH:11]=[CH:10][C:9]([C:12]2[C:16]3[CH:17]=[CH:18][C:19]([F:21])=[CH:20][C:15]=3[O:14][N:13]=2)=[CH:8][CH:7]=1 |f:2.3.4,5.6|. Procedure: The title compound is prepared from a mixture of 3-[4-(3-bromo-propoxy)-phenyl]-6-fluoro-benzo[d]isoxazole, 3,4-difluorobenzylamine, potassium carbonate, potassium iodide and 4% aqueous acetonitrile essentially as described above in Example 13. Purity by LC/MS=96%, [M+H]+=413. Starting materials: Fc1ccnc(C(F)(F)F)c1, [H-], CCOC(=O)Cc1ccc([N+](=O)[O-])cc1, [Na+], CN(C)C=O, O. Yields the product CCOC(=O)C(c1ccc([N+](=O)[O-])cc1)c1ccnc(C(F)(F)F)c1. RXN SMILES: [F:18][c:19]1[cH:20][c:21]([C:25]([F:26])([F:27])[F:28])[n:22][cH:23][cH:24]1.[H-:16].[N+:1](=[O:2])([O-:3])[c:4]1[cH:5][cH:6][c:7]([CH2:10][C:11](=[O:12])[O:13][CH2:14][CH3:15])[cH:8][cH:9]1.[Na+:17].[O:30]=[CH:31][N:32]([CH3:33])[CH3:34].[OH2:29]>>[N+:1](=[O:2])([O-:3])[c:4]1[cH:5][cH:6][c:7]([CH:10]([C:11](=[O:12])[O:13][CH2:14][CH3:15])[c:19]2[cH:20][c:21]([C:25]([F:26])([F:27])[F:28])[n:22][cH:23][cH:24]2)[cH:8][cH:9]1. The reactants are C(=O)(N1C=NC=C1)N1C=NC=C1 (Carbonyldiimidazole), N1=CC=C(C=C1)C(=O)O (4-pyridinecarboxylic acid), BrCC(=O)OCC (Ethyl bromoacetate), acid, C([O-])(O)=O.[Na+] (sodium bicarbonate), Cl (hydrochloric acid), [H-].[Na+] (sodium hydride), C(C)(=O)OC(C)(C)C (tert-butyl acetate), C(C)(C)[N-]C(C)C.[Li+] (lithium diisopropylamide), C(C)(=O)OC(C)(C)C (tert-butyl acetate), Cl (hydrochloric acid). The solvent is O1CCCC1 (tetrahydrofuran), C1(=CC=CC=C1)C (toluene), O1CCCC1 (tetrahydrofuran), C(C)(=O)OCC.CCCCCC (ethyl acetate hexane). Conditions: time 2 hour. Yields the product O=C(CCC(=O)OCC)C1=CC=NC=C1 (ethyl 4-oxo-4-(4-pyridyl)butyrate). The yield is 31.0%. As a reaction SMILES: [C:1](N1C=CN=C1)(N1C=CN=C1)=O.[N:13]1[CH:18]=[CH:17][C:16]([C:19]([OH:21])=O)=[CH:15][CH:14]=1.[C:22]([O:25][C:26]([CH3:29])(C)C)(=[O:24])[CH3:23].C([N-]C(C)C)(C)C.[Li+].Cl.[H-].[Na+].BrCC(OCC)=O.C(=O)(O)[O-].[Na+]>O1CCCC1.C1(C)C=CC=CC=1.C(OCC)(=O)C.CCCCCC>[O:21]=[C:19]([C:16]1[CH:15]=[CH:14][N:13]=[CH:18][CH:17]=1)[CH2:1][CH2:23][C:22]([O:25][CH2:26][CH3:29])=[O:24] |f:3.4,6.7,9.10,13.14|. Procedure details: Carbonyldiimidazole (7.25 g) was added to a solution of 4-pyridinecarboxylic acid (5.00 g) in tetrahydrofuran (80 ml) at 0° C. After stirring at room temperature for 2 hours, the mixture was added dropwise to a solution of lithiated tert-butyl acetate prepared from tert-butyl acetate (17.5 ml) and lithium diisopropylamide (2N tetrahydrofuran solution, 65 ml) at −78° C. over 1 hour. After stirring for 15 minutes, 1N hydrochloric acid (250 ml) was added and extracted with ethyl acetate. The ethyl ... The product is O=c1c2ccc(Br)cc2ccn1CC(F)F. As a reaction SMILES: [Br:8][c:9]1[cH:10][c:11]2[cH:12][cH:13][nH:14][c:15](=[O:19])[c:16]2[cH:17][cH:18]1.[CH3:3][N:4]([CH3:5])[CH:6]=[O:7].[F:20][CH:21]([CH2:22][I:23])[F:24].[H-:1].[Na+:2].[OH2:25]>>[Br:8][c:9]1[cH:10][c:11]2[cH:12][cH:13][n:14]([CH2:22][CH:21]([F:20])[F:24])[c:15](=[O:19])[c:16]2[cH:17][cH:18]1. Reactants: O=c1[nH]ccc2cc(Br)ccc12, CN(C)C=O, FC(F)CI, [H-], [Na+], O. Reactants: N (ammonia), S1C(=CC=C1)C(C(=O)OCC)=O (ethyl 2-thienylglyoxylate). Reaction conditions: time 2 hour. Product: S1C(=CC=C1)C(C(=O)N)=O (2-Thienylglyoxylamide). As a reaction SMILES: [NH3:1].[S:2]1[CH:6]=[CH:5][CH:4]=[C:3]1[C:7](=[O:13])[C:8](OCC)=[O:9]>>[S:2]1[CH:6]=[CH:5][CH:4]=[C:3]1[C:7](=[O:13])[C:8]([NH2:1])=[O:9]. Procedure details: 13.6 g of ammonia are passed into a cooled solution of 73.6 g of ethyl 2-thienylglyoxylate, and the resulting mixture is stirred at room temperature for 2 h. The solvent is stripped off in vacuo, and the residue is recrystallized from water:ethanol (80:20). The reactants are N(=NC(=O)OCC)C(=O)OCC (diethyl azodicarboxylate), C(C1=CC=CC=C1)N1CCC(CC1)CO ((1-benzyl-4-piperidyl)methanol), C1(=CC=CC=C1)P(C1=CC=CC=C1)C1=CC=CC=C1 (triphenylphospine), ClC1=CC=C(C=C1)C1=C(C=2N(N=C1)C(NN2)=O)C2=CC=C(C=C2)Cl (7,8-bis(4-chlorophenyl)-[1,2,4]triazolo[4,3-b]pyridazin-3(2H)-one). Solvent: C1CCOC1 (THF). Reaction conditions: time 1 hour. The product is C(C1=CC=CC=C1)N1CCC(CC1)CN1N=C2N(N=CC(=C2C2=CC=C(C=C2)Cl)C2=CC=C(C=C2)Cl)C1=O (2-((1-benzylpiperidin-4-yl)methyl)-7,8-bis(4-chlorophenyl)-[1,2,4]triazolo[4,3-b]pyridazin-3(2H)-one). Isolated yield 10.2%. As a reaction SMILES: [Cl:1][C:2]1[CH:7]=[CH:6][C:5]([C:8]2[CH:13]=[N:12][N:11]3[C:14](=[O:17])[NH:15][N:16]=[C:10]3[C:9]=2[C:18]2[CH:23]=[CH:22][C:21]([Cl:24])=[CH:20][CH:19]=2)=[CH:4][CH:3]=1.[CH2:25]([N:32]1[CH2:37][CH2:36][CH:35]([CH2:38]O)[CH2:34][CH2:33]1)[C:26]1[CH:31]=[CH:30][CH:29]=[CH:28][CH:27]=1.C1(P(C2C=CC=CC=2)C2C=CC=CC=2)C=CC=CC=1.N(C(OCC)=O)=NC(OCC)=O>C1COCC1>[CH2:25]([N:32]1[CH2:37][CH2:36][CH:35]([CH2:38][N:15]2[C:14](=[O:17])[N:11]3[N:12]=[CH:13][C:8]([C:5]4[CH:6]=[CH:7][C:2]([Cl:1])=[CH:3][CH:4]=4)=[C:9]([C:18]4[CH:23]=[CH:22][C:21]([Cl:24])=[CH:20][CH:19]=4)[C:10]3=[N:16]2)[CH2:34][CH2:33]1)[C:26]1[CH:31]=[CH:30][CH:29]=[CH:28][CH:27]=1. Procedure: To a THF solution (2 ml) of 7,8-bis(4-chlorophenyl)-[1,2,4]triazolo[4,3-b]pyridazin-3(2H)-one, (40 mg, 0.11 mmol), prepared as described in Example 1, (1-benzyl-4-piperidyl)methanol (27 mg 0.13 mmol), and triphenylphospine (86 mg, 0.32 mmol) was added diethyl azodicarboxylate (0.15 ml, 0.38 mmol). After 1 hour, the reaction mixture was concentrated. The crude material was purified by preparative HPLC to give the title compound, 2-((1-benzylpiperidin-4-yl)methyl)-7,8-bis(4-chlorophenyl)-[1,2,4]tr... Yield: 76.9%. Yields the product C(CC)NC1CC(P(C(C1)(C)C)C1=CC=CC=C1)(C)C (4-[N-(n-Propyl)amino]-1-phenyl-2,2,6,6-tetramethyl-phosphorinane). Run at time 3 day. Procedure details: A flask, under nitrogen, was charged with a mixture of 12.4 grams (0.05 mole) of 1-phenyl-2,2,6,6-tetra methyl-4-phosphorinanone, 17.7 grams (0.30 mole) of n-propylamine, 1.89 grams (0.03 mole) of sodium cyanotrihydroborate, 20 mls of 5N methanolic hydrochloric acid and 150 mls of methanol. The mixture was stirred at ambient temperature for three days and then treated with 20 mls of conc. hydrochloric acid. The reaction mixture was concentrated in vacuo and 30 mls of water and 25 mls of diethyle... The reactants are C1(=CC=CC=C1)P1C(CC(CC1(C)C)=O)(C)C (1-phenyl-2,2,6,6-tetra methyl-4-phosphorinanone), C(CC)N (n-propylamine), [B-]C#N.[Na+] (sodium cyanotrihydroborate), Cl (hydrochloric acid), Cl (hydrochloric acid). RXN SMILES: [C:1]1([P:7]2[C:12]([CH3:14])([CH3:13])[CH2:11][C:10](=O)[CH2:9][C:8]2([CH3:17])[CH3:16])[CH:6]=[CH:5][CH:4]=[CH:3][CH:2]=1.[CH2:18]([NH2:21])[CH2:19][CH3:20].[B-]C#N.[Na+].Cl>CO>[CH2:18]([NH:21][CH:10]1[CH2:11][C:12]([CH3:14])([CH3:13])[P:7]([C:1]2[CH:6]=[CH:5][CH:4]=[CH:3][CH:2]=2)[C:8]([CH3:17])([CH3:16])[CH2:9]1)[CH2:19][CH3:20] |f:2.3|. Solvent: CO (methanol).